From a dataset of the Open Reaction Database (ORD), a public repository of structured organic reaction records. describe an organic reaction: reactants, conditions, products, and yield Isolated yield 95.3%. Procedure details: A solution of 2 n-butylimidazole (3.75 g, 0.03 mol) in dry dimethylformamide (4 ml) was added to sodium hydride (0.95 g) in dimethylformamide (18 ml). After the gas evolution subsided, the mixture was stirred one hour under argon and 2-chloro-6-fluorobenzylchloride (5.5 q, 0.031 mol) in dimethylformamide (7 ml) was added slowly. The mixture was stirred for 17 hours at ambient temperature, diluted with ice water and extracted with ethyl acetate. The washed, dried, concentrated organic layer provi... RXN SMILES: [CH2:1]([C:5]1[NH:6][CH:7]=[CH:8][N:9]=1)[CH2:2][CH2:3][CH3:4].[H-].[Na+].[Cl:12][C:13]1[CH:20]=[CH:19][CH:18]=[C:17]([F:21])[C:14]=1[CH2:15]Cl>CN(C)C=O>[CH2:1]([C:5]1[N:6]([CH2:15][C:14]2[C:17]([F:21])=[CH:18][CH:19]=[CH:20][C:13]=2[Cl:12])[CH:7]=[CH:8][N:9]=1)[CH2:2][CH2:3][CH3:4] |f:1.2|. Solvent: CN(C=O)C (dimethylformamide), ice water, CN(C=O)C (dimethylformamide), CN(C=O)C (dimethylformamide). Run at time 1 hour. Starting materials: ClC1=C(CCl)C(=CC=C1)F (2-chloro-6-fluorobenzylchloride), C(CCC)C=1NC=CN1 (n-butylimidazole), [H-].[Na+] (sodium hydride). Product: C(CCC)C=1N(C=CN1)CC1=C(C=CC=C1F)Cl (2-n-butyl-1-(2-chloro-6-fluorophenyl)methyl-1H-imidazole).